From a dataset of the Open Reaction Database (ORD), a public repository of structured organic reaction records. describe an organic reaction: reactants, conditions, products, and yield Reactants: COC1=C(C=CC=C1)CCC(=O)O (3-(2-methoxyphenyl)propionic acid), COC=1C=CC(=CC1)P2(=S)SP(=S)(S2)C=3C=CC(=CC3)OC (Lawesson's reagent), C1CCC(CC1)N=C=NC2CCCCC2 (DCC), N1=CNC2=C1C=CC(=C2)C(=O)NN (benzimidazol-5-carbohydrazide). Product: COC1=C(CCC2=NN=C(S2)C2=CC3=C(NC=N3)C=C2)C=CC=C1 (5-(5-(2-Methoxyphenethyl)-1,3,4-thiadiazol-2-yl)-1H-benzo[d]imidazole). RXN SMILES: [CH3:1][O:2][C:3]1[CH:8]=[CH:7][CH:6]=[CH:5][C:4]=1[CH2:9][CH2:10][C:11](O)=O.C1CCC(N=C=NC2CCCCC2)CC1.[N:29]1[C:33]2[CH:34]=[CH:35][C:36]([C:38]([NH:40][NH2:41])=O)=[CH:37][C:32]=2[NH:31][CH:30]=1.COC1C=CC(P2(SP(C3C=CC(OC)=CC=3)(=S)S2)=[S:51])=CC=1>>[CH3:1][O:2][C:3]1[CH:8]=[CH:7][CH:6]=[CH:5][C:4]=1[CH2:9][CH2:10][C:11]1[S:51][C:38]([C:36]2[CH:35]=[CH:34][C:33]3[NH:29][CH:30]=[N:31][C:32]=3[CH:37]=2)=[N:40][N:41]=1. Procedure details: The compound was synthesized starting from 3-(2-methoxyphenyl)propionic acid (181 mg; 1 mmol), DCC (206 mg; 1 mmol), benzimidazol-5-carbohydrazide (176 mg; 1 mmol) and Lawesson's reagent (606 mg; 1.5 mmol) as described in method 2; yield: 0.012 g (3.6%); MS m/z: 337.4 [M+H]+; 1H-NMR (DMSO d6, 400 MHz): δ 3.06 (t, 2H, 3J=7.5 Hz); 3.39 (t, 2H, 3J=7.5 Hz); 3.79 (s, 3H); 6.84-6.88 (m, 1H); 6.97-6.99 (m, 2H); 7.18-7.20 (m, 1H); 7.80 (d, 1H, 3J=8.7 Hz); 7.88 (dd, 1H, 4J=1.7 Hz, 3J=8.7 Hz); 8.19-8.20 (... Product: COc1ccc(S(=O)(=O)CC(Cc2ccccc2)C(=O)NOCc2ccccc2)cc1. As a reaction SMILES: [CH2:31]([c:32]1[cH:33][cH:34][cH:35][cH:36][cH:37]1)[O:38][NH2:39].[CH2:40]1[O:41][CH2:42][CH2:43][CH2:44]1.[CH3:1][O:2][c:3]1[cH:4][cH:5][c:6]([S:9](=[O:10])(=[O:11])[CH2:12][CH:13]([C:14](=[O:15])[OH:16])[CH2:17][c:18]2[cH:19][cH:20][cH:21][cH:22][cH:23]2)[cH:7][cH:8]1.[Cl:24][C:25]([O:26][CH2:27][CH3:28])=[O:29].[ClH:30]>>[CH3:1][O:2][c:3]1[cH:4][cH:5][c:6]([S:9](=[O:10])(=[O:11])[CH2:12][CH:13]([C:14](=[O:15])[NH:39][O:38][CH2:31][c:32]2[cH:33][cH:34][cH:35][cH:36][cH:37]2)[CH2:17][c:18]2[cH:19][cH:20][cH:21][cH:22][cH:23]2)[cH:7][cH:8]1. The reactants are NOCc1ccccc1, C1CCOC1, COc1ccc(S(=O)(=O)CC(Cc2ccccc2)C(=O)O)cc1, CCOC(=O)Cl, Cl. The reactants are ON=C1CCCCCCCCCCC1, C1CCCCCCCCCCC1, CC(=O)O, O=[N+]([O-])C1CCCCCCCCCCC1, CC(C)(C)ON=O, O=C1c2ccccc2C(=O)N1O. Product: O=C1CCCCCCCCCCC1. Reaction SMILES: [C:32]1(=[N:33][OH:34])[CH2:35][CH2:36][CH2:37][CH2:38][CH2:39][CH2:40][CH2:41][CH2:42][CH2:43][CH2:44][CH2:45]1.[CH2:1]1[CH2:2][CH2:3][CH2:4][CH2:5][CH2:6][CH2:7][CH2:8][CH2:9][CH2:10][CH2:11][CH2:12]1.[CH3:61][C:62](=[O:63])[OH:64].[N+:46]([CH:47]1[CH2:48][CH2:49][CH2:50][CH2:51][CH2:52][CH2:53][CH2:54][CH2:55][CH2:56][CH2:57][CH2:58]1)([O-:59])=[O:60].[N:13](=[O:14])[O:15][C:16]([CH3:17])([CH3:18])[CH3:19].[OH:20][N:21]1[C:22](=[O:23])[c:24]2[cH:25][cH:26][cH:27][cH:28][c:29]2[C:30]1=[O:31]>>[C:1]1(=[O:14])[CH2:2][CH2:3][CH2:4][CH2:5][CH2:6][CH2:7][CH2:8][CH2:9][CH2:10][CH2:11][CH2:12]1. The reactants are FC=1C=C(C(=NC1)N)[N+](=O)[O-] (5-Fluoro-3-nitropyridine-2-amine), Cl (hydrochloric acid), N(=O)[O-].[Na+] (sodium nitrite), [OH-].[Na+] (sodium hydroxide). Conditions: temperature -15 celsius, time 1 hour. Product: ClC1=NC=C(C=C1[N+](=O)[O-])F (2-chloro-5-fluoro-3-nitropyridine). RXN SMILES: [F:1][C:2]1[CH:3]=[C:4]([N+:9]([O-:11])=[O:10])[C:5](N)=[N:6][CH:7]=1.N([O-])=O.[Na+].[OH-].[Na+].[ClH:18]>>[Cl:18][C:5]1[C:4]([N+:9]([O-:11])=[O:10])=[CH:3][C:2]([F:1])=[CH:7][N:6]=1 |f:1.2,3.4|. Reported procedure: 5-Fluoro-3-nitropyridine-2-amine (2.66 g) suspended in concentrated hydrochloric acid (35 ml) was cooled to −15° C., and an aqueous solution (7 ml) of sodium nitrite (2.57 g) was added dropwise over 10 minutes. After stirring at −10° C. for 1 hour, and further stirring at room temperature for 1 hour, under ice cooling a 30% aqueous sodium hydroxide solution was added for neutralization. The insolubles were collected by filtration, washed with water, air-dried, and then redissolved in ethyl aceta... Reactants: C(C)(C)(C)OC(COC1=C(C=C(C=C1)Cl)C#C)=O (tert-butyl(4-chloro-2-ethynylphenoxy)acetate), BrC=1C=NC=CC1CCCCCC (3-bromo-4-hexylpyridine), C(C)(C)(C)OC(COC1=C(C=C(C=C1)Cl)C#C)=O (tert-butyl(4-chloro-2-ethynylphenoxy)acetate), BrC=1C=NC=CC1CCCCCC (3-bromo-4-hexylpyridine). Yields the product ClC1=CC(=C(OCC(=O)O)C=C1)C#CC=1C=NC=CC1CCCCCC ({4-chloro-2-[(4-hexylpyridin-3-yl)ethynyl]phenoxy}acetic acid). RXN SMILES: C([O:5][C:6](=[O:18])[CH2:7][O:8][C:9]1[CH:14]=[CH:13][C:12]([Cl:15])=[CH:11][C:10]=1[C:16]#[CH:17])(C)(C)C.Br[C:20]1[CH:21]=[N:22][CH:23]=[CH:24][C:25]=1[CH2:26][CH2:27][CH2:28][CH2:29][CH2:30][CH3:31]>>[Cl:15][C:12]1[CH:13]=[CH:14][C:9]([O:8][CH2:7][C:6]([OH:5])=[O:18])=[C:10]([C:16]#[C:17][C:20]2[CH:21]=[N:22][CH:23]=[CH:24][C:25]=2[CH2:26][CH2:27][CH2:28][CH2:29][CH2:30][CH3:31])[CH:11]=1. Procedure: Following the general method as outlined in Example 8, starting from tert-butyl(4-chloro-2-ethynylphenoxy)acetate (Intermediate 3) and 3-bromo-4-hexylpyridine (Intermediate 13), the title compound was obtained as a beige solid after purification by preparative HPLC. Reactants: BrCCC=1C=C(C=CC1)Br (3-(2-bromo-ethyl)-1-bromo-benzene), C(C)(C)(C)OC(=O)N1CCNCC1 (1-tert-butoxycarbonyl-piperazine), C([O-])([O-])=O.[K+].[K+] (potassium carbonate), C(C)#N (acetonitrile). Run in C(C)(=O)OCC (ethyl acetate). Conditions: time 4 day. Product: C(C)(C)(C)OC(=O)N1CCN(CC1)CCC=1C=C(C=CC1)Br (3-(2-(4-tert-butoxycarbonyl-piperazin-1-yl)-ethyl)-1-bromo-benzene). Isolated yield 92.2%. As a reaction SMILES: Br[CH2:2][CH2:3][C:4]1[CH:5]=[C:6]([Br:10])[CH:7]=[CH:8][CH:9]=1.[C:11]([O:15][C:16]([N:18]1[CH2:23][CH2:22][NH:21][CH2:20][CH2:19]1)=[O:17])([CH3:14])([CH3:13])[CH3:12].C(=O)([O-])[O-].[K+].[K+].C(#N)C>C(OCC)(=O)C>[C:11]([O:15][C:16]([N:18]1[CH2:23][CH2:22][N:21]([CH2:2][CH2:3][C:4]2[CH:5]=[C:6]([Br:10])[CH:7]=[CH:8][CH:9]=2)[CH2:20][CH2:19]1)=[O:17])([CH3:14])([CH3:12])[CH3:13] |f:2.3.4|. Procedure details: To 3-(2-bromo-ethyl)-1-bromo-benzene (0.15 ml, 1 mmol), 1-tert-butoxycarbonyl-piperazine (186 mg) and potassium carbonate (280 mg), acetonitrile (4 ml) was added, followed by stirring for 4 days. To the reaction mixture, ethyl acetate was added, which was washed with ammonium chloride solution, followed by drying over sodium sulfate. After filtering off the drying agent, the filtrate was concentrated under reduced pressure, to obtain 3-(2-(4-tert-butoxycarbonyl-piperazin-1-yl)-ethyl)-1-bromo-ben...